From a dataset of the Open Reaction Database (ORD), a public repository of structured organic reaction records. describe an organic reaction: reactants, conditions, products, and yield Starting materials: BrBr (Bromine), FC1=CC=C(C=C1)C=1SC=CC1C1=CC=C(C=C1)[N+](=O)[O-] (2-(4-fluorophenyl)-3-(4-nitrophenyl)thiophene). Product: BrC1=CC(=C(S1)C1=CC=C(C=C1)F)C1=CC=C(C=C1)[N+](=O)[O-] (5-bromo-2-(4-fluorophenyl)-3-(4-nitrophenyl)thiophene). Conditions: temperature 2 celsius, time 45 minute. Procedure: Bromine (1 ml) was added dropwise to a solution of 2-(4-fluorophenyl)-3-(4-nitrophenyl)thiophene (5.3 g) in acetic acid (53 ml) and dichloromethane (53 ml) at 2° C. The mixture was stirred at 2° C. for 45 minutes and concentrated to dryness. The residue was collected and washed with water and ethanol to give dark green crystals of 5-bromo-2-(4-fluorophenyl)-3-(4-nitrophenyl)thiophene (6.5 g). Run in C(C)(=O)O (acetic acid), ClCCl (dichloromethane). As a reaction SMILES: [Br:1]Br.[F:3][C:4]1[CH:9]=[CH:8][C:7]([C:10]2[S:11][CH:12]=[CH:13][C:14]=2[C:15]2[CH:20]=[CH:19][C:18]([N+:21]([O-:23])=[O:22])=[CH:17][CH:16]=2)=[CH:6][CH:5]=1>C(O)(=O)C.ClCCl>[Br:1][C:12]1[S:11][C:10]([C:7]2[CH:6]=[CH:5][C:4]([F:3])=[CH:9][CH:8]=2)=[C:14]([C:15]2[CH:20]=[CH:19][C:18]([N+:21]([O-:23])=[O:22])=[CH:17][CH:16]=2)[CH:13]=1. Yields the product CC1(c2cccc(Cn3cc(N)cn3)n2)OCCO1. Reaction SMILES: [CH3:26][CH2:27][OH:28].[CH3:3][C:4]1([c:9]2[n:10][c:11]([CH2:15][n:16]3[n:17][cH:18][c:19]([N+:21]([O-:22])=[O:23])[cH:20]3)[cH:12][cH:13][cH:14]2)[O:5][CH2:6][CH2:7][O:8]1.[Cl-:24].[Fe:30].[N:1]#[N:2].[NH4+:25].[OH2:29]>>[CH3:3][C:4]1([c:9]2[n:10][c:11]([CH2:15][n:16]3[n:17][cH:18][c:19]([NH2:21])[cH:20]3)[cH:12][cH:13][cH:14]2)[O:5][CH2:6][CH2:7][O:8]1. Reactants: CCO, CC1(c2cccc(Cn3cc([N+](=O)[O-])cn3)n2)OCCO1, [Cl-], [Fe], N#N, [NH4+], O. Reaction SMILES: [CH2:1]([NH:17][C:18]1[CH:26]=[CH:25][C:21]([C:22]([OH:24])=[O:23])=[CH:20][CH:19]=1)[CH2:2][CH2:3][CH2:4][CH2:5][CH2:6][CH2:7][CH2:8][CH2:9][CH2:10][CH2:11][CH2:12][CH2:13][CH2:14][CH2:15][CH3:16].[CH2:27](O)[C@H:28]([C@H:30]([C@@H:32]([C@@H:34]([CH2:36][OH:37])[OH:35])[OH:33])[OH:31])[OH:29].C1(C)C=CC(S(O)(=O)=O)=CC=1>>[CH2:1]([NH:17][C:18]1[CH:19]=[CH:20][C:21]([C:22]([O:24][CH2:27][CH:28]([OH:29])[CH:30]([OH:31])[CH:32]([OH:33])[CH:34]([OH:35])[CH2:36][OH:37])=[O:23])=[CH:25][CH:26]=1)[CH2:2][CH2:3][CH2:4][CH2:5][CH2:6][CH2:7][CH2:8][CH2:9][CH2:10][CH2:11][CH2:12][CH2:13][CH2:14][CH2:15][CH3:16]. Yields the product C(CCCCCCCCCCCCCCC)NC1=CC=C(C(=O)OCC(C(C(C(CO)O)O)O)O)C=C1 (2,3,4,5,6-Pentahydroxyhexyl 4-(n-hexadecylamino)benzoate). Starting materials: C(CCCCCCCCCCCCCCC)NC1=CC=C(C(=O)O)C=C1 (4-(n-hexadecylamino)benzoic acid), C([C@@H](O)[C@@H](O)[C@H](O)[C@H](O)CO)O (mannitol), C1(=CC=C(C=C1)S(=O)(=O)O)C (p-toluene sulfonic acid). Procedure details: In the manner described in Example 7, 3.62 g. of 4-(n-hexadecylamino)benzoic acid, 1.82 g. of mannitol, and 2.06 g. of p-toluene sulfonic acid are reacted to yield a mixture of mono- and bis-acylated products. Pure 2,3,4,5,6-pentahydroxyhexyl 4-(n-hexadecylamino)benzoate is separated from the mixture by adsorption chromatography using silica gel as the adsorbant. Reactants: CSC.B (Borane dimethyl sulfide), N[C@@H]1CC[C@H](CC1)C1C(NC=2C=NC3=CC=C(N=C3C2O1)OC)=O (3-(trans-4-amino-cyclohexyl)-6-methoxy-1H-4-oxa-1,5,9-triaza-phenanthren-2-one). The solvent is O1CCCC1 (tetrahydrofuran). Conditions: temperature 0 celsius. The product is COC=1N=C2C=3OC(CN(C3C=NC2=CC1)C)[C@@H]1CC[C@H](CC1)N (trans-4-(6-methoxy-1-methyl-2,3-dihydro-1H-4-oxa-1,5,9-triaza-phenanthren-3-yl)-cyclohexylamine). As a reaction SMILES: [CH3:1]SC.B.[NH2:5][C@H:6]1[CH2:11][CH2:10][C@H:9]([CH:12]2[O:25][C:24]3[C:23]4[C:18](=[CH:19][CH:20]=[C:21]([O:26][CH3:27])[N:22]=4)[N:17]=[CH:16][C:15]=3[NH:14][C:13]2=O)[CH2:8][CH2:7]1>O1CCCC1>[CH3:27][O:26][C:21]1[N:22]=[C:23]2[C:18](=[CH:19][CH:20]=1)[N:17]=[CH:16][C:15]1[N:14]([CH3:1])[CH2:13][CH:12]([C@H:9]3[CH2:8][CH2:7][C@H:6]([NH2:5])[CH2:11][CH2:10]3)[O:25][C:24]2=1 |f:0.1|. Procedure details: Borane dimethyl sulfide complex (2M solution in tetrahydrofuran, 60.0 mL, 120.0 mmol, 24.5 eq) is added at room temperature to a stirred solution of 3-(trans-4-amino-cyclohexyl)-6-methoxy-1H-4-oxa-1,5,9-triaza-phenanthren-2-one (1.67 g, 4.88 mmol, 1.0 eq) in tetrahydrofuran (600 mL). The reaction mixture is heated to reflux for 3 hours, cooled down to 0° C. and cautiously quenched with methanol (100 mL) and then evaporated to give crude trans-4-(6-methoxy-1-methyl-2,3-dihydro-1H-4-oxa-1,5,9-tria... Reactants: N1C(CCC1)=O (2-pyrrolidinone), [H-].[Na+] (sodium hydride), BrC1C(C2=C(OC1(C)C)C=C(C(=C2)S(=O)(=O)C2=CC=C(C=C2)C)OC)O (3-bromo-3,4-dihydro-2,2-dimethyl-7-methoxy-6-(p-tolylsulfonyl)-2H-benzo[b]pyran-4-ol), CS(=O)C (dimethyl sulfoxide). Reaction conditions: temperature 40 celsius, time 3 hour. The product is CC1([C@H]([C@@H](C2=C(O1)C=C(C(=C2)S(=O)(=O)C2=CC=C(C=C2)C)OC)N2C(CCC2)=O)O)C (3,4-Dihydro-2,2-dimethyl-7-methoxy-6-(p-tolylsulfonyl)-trans-4-(2-oxo-1-pyrrolidinyl)-2H-benzo[b]pyran-3-ol). RXN SMILES: Br[CH:2]1[C:7]([CH3:9])([CH3:8])[O:6][C:5]2[CH:10]=[C:11]([O:24][CH3:25])[C:12]([S:14]([C:17]3[CH:22]=[CH:21][C:20]([CH3:23])=[CH:19][CH:18]=3)(=[O:16])=[O:15])=[CH:13][C:4]=2[CH:3]1O.[NH:27]1[CH2:31][CH2:30][CH2:29][C:28]1=[O:32].[H-].[Na+].CS(C)=[O:37]>>[CH3:9][C:7]1([CH3:8])[O:6][C:5]2[CH:10]=[C:11]([O:24][CH3:25])[C:12]([S:14]([C:17]3[CH:18]=[CH:19][C:20]([CH3:23])=[CH:21][CH:22]=3)(=[O:15])=[O:16])=[CH:13][C:4]=2[C@@H:3]([N:27]2[CH2:31][CH2:30][CH2:29][C:28]2=[O:32])[C@@H:2]1[OH:37] |f:2.3|. Reported procedure: 4,3 g (0.0097 mole) of 3-bromo-3,4-dihydro-2,2-dimethyl-7-methoxy-6-(p-tolylsulfonyl)-2H-benzo[b]pyran-4-ol are dissolved in 28 ml of dimethyl sulfoxide, and 3.5 ml of 2-pyrrolidinone (0.0465 mole) and 0.78 g of sodium hydride (80% suspension in oil) (0.0325 mole) are added, and the mixture is stirred at 40° C. for 3 hours. It is left to stand overnight and then poured onto ice-water and filtered with suction. The precipitate is recrystallized from isopropanol. White crystals of melting point: 2... Reactants: NC[C@H]1N(CCC[C@H]1C)C(=O)C1=C(C=CC(=C1)C)C=1C=NN(C1)C (((2S,3R)-2-(aminomethyl)-3-methylpiperidin-1-yl)(5-methyl-2-(1-methyl-1H-pyrazol-4-yl)phenyl)methanone), FC=1C=CC(=C(C(=O)O)C1)N1N=CC=N1 (5-fluoro-2-(2H-1,2,3-triazol-2-yl)benzoic acid). Product: NC[C@H]1N(CCC[C@H]1C)C(=O)C1=C(C=CC(=C1)F)N1N=CC=N1 (((2S,3R)-2-(Aminomethyl)-3-methylpiperidin-1-yl)(5-fluoro-2-(2H-1,2,3-triazol-2-yl)phenyl)methanone). RXN SMILES: [NH2:1][CH2:2][C@@H:3]1[C@H:8]([CH3:9])[CH2:7][CH2:6][CH2:5][N:4]1C(C1C=C(C)C=CC=1C1C=NN(C)C=1)=O.[F:25][C:26]1[CH:27]=[CH:28][C:29]([N:35]2[N:39]=[CH:38][CH:37]=[N:36]2)=[C:30]([CH:34]=1)[C:31]([OH:33])=O>>[NH2:1][CH2:2][C@@H:3]1[C@H:8]([CH3:9])[CH2:7][CH2:6][CH2:5][N:4]1[C:31]([C:30]1[CH:34]=[C:26]([F:25])[CH:27]=[CH:28][C:29]=1[N:35]1[N:39]=[CH:38][CH:37]=[N:36]1)=[O:33]. Reported procedure: The title compound was prepared following the same general protocol as described for ((2S,3R)-2-(aminomethyl)-3-methylpiperidin-1-yl)(5-methyl-2-(1-methyl-1H-pyrazol-4-yl)phenyl)methanone in Example A1 using 5-fluoro-2-(2H-1,2,3-triazol-2-yl)benzoic acid. MS (ESI) 318 (M+H). The solvent is Cl (hydrogen chloride), C(C)(=O)OCC (ethyl acetate), [OH-].[Na+] (NaOH). As a reaction SMILES: [N+:1]([C:4]1[S:8][C:7]([C:9]([O:11][CH2:12][CH:13]=[CH2:14])=[O:10])=[CH:6][CH:5]=1)([O-])=O>Cl.C(OCC)(=O)C.[OH-].[Na+]>[NH2:1][C:4]1[S:8][C:7]([C:9]([O:11][CH2:12][CH:13]=[CH2:14])=[O:10])=[CH:6][CH:5]=1 |f:3.4|. Conditions: time 3.5 hour. Starting materials: [N+](=O)([O-])C1=CC=C(S1)C(=O)OCC=C (allyl 5-nitro-2-thiophenecarboxylate). The yield is 70.6%. Yields the product NC1=CC=C(S1)C(=O)OCC=C (Allyl 5-amino-2-thiophenecarboxylate). Reported procedure: To a solution of allyl 5-nitro-2-thiophenecarboxylate (3.2 g, 15 mmol) in concentrated hydrogen chloride (35 ml) were added under cooling SnCl2.H2O (10.1 g, 45 mmol). The mixture was stirred for 3.5 hours at ambient temperature, diluted with ethyl acetate and basified to pH 10 with 5N NaOH. The organic layer was washed with water and a saturated aqueous solution of sodium chloride, dried over MgSO4 and concentrated. The residue was purified by chromatography on silica gel using a mixture of ethy...